From a dataset of the Open Reaction Database (ORD), a public repository of structured organic reaction records. describe an organic reaction: reactants, conditions, products, and yield Reactants: COCC1=CC=C(C=C1)B(O)O (4-methoxymethyl-benzene boronic acid), C(C)(C)(C)OC(=O)N1CCN(CC1)C1=NC=CN=C1Cl (3′-chloro-2,3,5,6-tetrahydro-[1,2′]bipyrazinyl-4-carboxylic acid tert-butyl ester), C([O-])([O-])=O.[K+].[K+] (potassium carbonate). The reagents and catalysts are [Pd].C1(=CC=CC=C1)P(C1=CC=CC=C1)C1=CC=CC=C1.C1(=CC=CC=C1)P(C1=CC=CC=C1)C1=CC=CC=C1.C1(=CC=CC=C1)P(C1=CC=CC=C1)C1=CC=CC=C1.C1(=CC=CC=C1)P(C1=CC=CC=C1)C1=CC=CC=C1 (tetrakis(triphenylphosphine)-palladium). Run in COCCOC (1,2 dimethoxyethane). Conditions: temperature 100 celsius. Yields the product C(C)(C)(C)OC(=O)N1CCN(CC1)C1=NC=CN=C1C1=CC=C(C=C1)COC (3′-(4-Methoxymethyl-phenyl)-2,3,5,6-tetrahydro-[1,2′]bipyrazinyl-4-carboxylic acid tert-butyl ester). The yield is 96.0%. As a reaction SMILES: [C:1]([O:5][C:6]([N:8]1[CH2:13][CH2:12][N:11]([C:14]2[C:19](Cl)=[N:18][CH:17]=[CH:16][N:15]=2)[CH2:10][CH2:9]1)=[O:7])([CH3:4])([CH3:3])[CH3:2].[CH3:21][O:22][CH2:23][C:24]1[CH:29]=[CH:28][C:27](B(O)O)=[CH:26][CH:25]=1.C(=O)([O-])[O-].[K+].[K+]>COCCOC.[Pd].C1(P(C2C=CC=CC=2)C2C=CC=CC=2)C=CC=CC=1.C1(P(C2C=CC=CC=2)C2C=CC=CC=2)C=CC=CC=1.C1(P(C2C=CC=CC=2)C2C=CC=CC=2)C=CC=CC=1.C1(P(C2C=CC=CC=2)C2C=CC=CC=2)C=CC=CC=1>[C:1]([O:5][C:6]([N:8]1[CH2:13][CH2:12][N:11]([C:14]2[C:19]([C:27]3[CH:28]=[CH:29][C:24]([CH2:23][O:22][CH3:21])=[CH:25][CH:26]=3)=[N:18][CH:17]=[CH:16][N:15]=2)[CH2:10][CH2:9]1)=[O:7])([CH3:4])([CH3:3])[CH3:2] |f:2.3.4,6.7.8.9.10|. Procedure: Dissolve 3′-chloro-2,3,5,6-tetrahydro-[1,2′]bipyrazinyl-4-carboxylic acid tert-butyl ester (3.0 g, 10.1 mmol, 1 eq.) in 1,2 dimethoxyethane (6 mL). Add 4-methoxymethyl-benzene boronic acid (2.01 g, 12.12 mmol, 1.2 eq.). Add tetrakis(triphenylphosphine)-palladium (1.17 g, 1.01 mmol, 0.1 eq.) followed by potassium carbonate (3.77 g, 27.3 mmol, 2.7 eq.). Heat the reaction mixture at 100° C. for 17 hr. Partition the reaction mixture between EtOAc and water. Separate layers. Extract the aqueous layer... Starting materials: compound, CN(C)C=O (DMF), C(C1=CC=CC=C1)C#N (benzyl cyanide), CC(C)([O-])C.[K+] (potassium t-butoxide). Yields the product C1(=CC=CC=C1)C(C#N)C1=CC=NC=C1 (2-Phenyl-2-(pyrid-4-yl)acetonitrile). As a reaction SMILES: [CH2:1]([C:8]#[N:9])[C:2]1[CH:7]=[CH:6][CH:5]=[CH:4][CH:3]=1.[CH3:10][C:11](C)([O-])[CH3:12].[K+].[CH3:16][N:17]([CH:19]=O)C>>[C:2]1([CH:1]([C:11]2[CH:12]=[CH:19][N:17]=[CH:16][CH:10]=2)[C:8]#[N:9])[CH:7]=[CH:6][CH:5]=[CH:4][CH:3]=1 |f:1.2|. Procedure details: The compound was prepared substantially in accordance with the procedure detailed in Example 12A, using the compound of Example 15A, benzyl cyanide (3.3 ml, 28.7 mmol) and potassium t-butoxide (6.44 g, 57.4 mmol) in 60 ml of DMF. The reactants are CC(=O)Cl, ClC(Cl)Cl, C1=Cc2ccccc2Nc2ccccc21. Product: CC(=O)N1c2ccccc2C=Cc2ccccc21. As a reaction SMILES: [CH3:1][C:2]([Cl:3])=[O:4].[CH:20]([Cl:21])([Cl:22])[Cl:23].[NH:5]1[c:6]2[cH:7][cH:8][cH:9][cH:10][c:11]2[CH:12]=[CH:13][c:14]2[cH:15][cH:16][cH:17][cH:18][c:19]21>>[CH3:1][C:2](=[O:4])[N:5]1[c:6]2[cH:7][cH:8][cH:9][cH:10][c:11]2[CH:12]=[CH:13][c:14]2[cH:15][cH:16][cH:17][cH:18][c:19]21. Reactants: C(C)(C)(C)[Si](O[C@@H](CN1N=CC2=CC=C3C(=C12)C[C@H](CO3)OCC(=O)OC)C)(C)C (Methyl [(R)-1-[(R)-2-(tert-Butyldimethyl-silanyloxy)-propyl]-1,7,8,9-tetrahydropyrano[2,3-g]indazol-8-yloxy]acetate), N (ammonia). Yields the product [Si](C)(C)(C(C)(C)C)O[C@@H](CN1N=CC2=CC=C3C(=C12)C[C@H](CO3)OCC(=O)N)C (2-[(R)-1-[(R)-2-(tert-Butyldimethylsilanyloxy)-propyl]-1,7,8,9-tetrahydro-pyrano[2,3-g]indazol-8-yloxy]acetamide). RXN SMILES: [C:1]([Si:5]([CH3:30])([CH3:29])[O:6][C@H:7]([CH3:28])[CH2:8][N:9]1[C:17]2[C:12](=[CH:13][CH:14]=[C:15]3[O:21][CH2:20][C@H:19]([O:22][CH2:23][C:24]([O:26]C)=O)[CH2:18][C:16]3=2)[CH:11]=[N:10]1)([CH3:4])([CH3:3])[CH3:2].[NH3:31]>>[Si:5]([O:6][C@H:7]([CH3:28])[CH2:8][N:9]1[C:17]2[C:12](=[CH:13][CH:14]=[C:15]3[O:21][CH2:20][C@H:19]([O:22][CH2:23][C:24]([NH2:31])=[O:26])[CH2:18][C:16]3=2)[CH:11]=[N:10]1)([C:1]([CH3:2])([CH3:4])[CH3:3])([CH3:29])[CH3:30]. Reported procedure: A solution of the product from Step A (0.49 g, 1.13 mmol) in methanolic ammonia (7 N, 20 mL, 0.14 mol) was stirred for 18 h at room temperature. The reaction mixture was evaporated to a colorless residue (0.44 g, 93%) which was used in the next reaction: LC/MS (+APCI) m/z 420. Starting materials: step-ii, C([O-])([O-])=O.[Na+].[Na+] (sodium carbonate), BrC=1C=C2C(=NC1)N(C=C2C=2C(=NN(C2C)CC2=CC(=CC=C2)F)C)S(=O)(=O)C2=CC=C(C)C=C2 (5-bromo-3-(1-(3-fluorobenzyl)-3,5-dimethyl-1H-pyrazol-4-yl)-1-tosyl-1H-pyrrolo[2,3-b]pyridine), COC1=C(C=C(C=C1)B1OC(C(O1)(C)C)(C)C)NS(=O)(=O)C (N-(2-methoxy-5-(4,4,5,5-tetramethyl-1,3,2-dioxaborolan-2-yl)phenyl)methane sulfonamide). Solvent: 1,2-methoxyethane. The product is FC=1C=C(CN2N=C(C(=C2C)C2=CN(C3=NC=C(C=C32)C=3C=CC(=C(C3)NS(=O)(=O)C)OC)S(=O)(=O)C3=CC=C(C)C=C3)C)C=CC1 (N-(5-(3-(1-(3-fluorobenzyl)-3,5-dimethyl-1H-pyrazol-4-yl)-1-tosyl-1H-pyrrolo[2,3-b]pyridin-5-yl)-2-methoxyphenyl)methanesulfonamide). The yield is 95.8%. As a reaction SMILES: Br[C:2]1[CH:3]=[C:4]2[C:10]([C:11]3[C:12]([CH3:25])=[N:13][N:14]([CH2:17][C:18]4[CH:23]=[CH:22][CH:21]=[C:20]([F:24])[CH:19]=4)[C:15]=3[CH3:16])=[CH:9][N:8]([S:26]([C:29]3[CH:35]=[CH:34][C:32]([CH3:33])=[CH:31][CH:30]=3)(=[O:28])=[O:27])[C:5]2=[N:6][CH:7]=1.[CH3:36][O:37][C:38]1[CH:43]=[CH:42][C:41](B2OC(C)(C)C(C)(C)O2)=[CH:40][C:39]=1[NH:53][S:54]([CH3:57])(=[O:56])=[O:55].C(=O)([O-])[O-].[Na+].[Na+]>>[F:24][C:20]1[CH:19]=[C:18]([CH:23]=[CH:22][CH:21]=1)[CH2:17][N:14]1[C:15]([CH3:16])=[C:11]([C:10]2[C:4]3[C:5](=[N:6][CH:7]=[C:2]([C:41]4[CH:42]=[CH:43][C:38]([O:37][CH3:36])=[C:39]([NH:53][S:54]([CH3:57])(=[O:55])=[O:56])[CH:40]=4)[CH:3]=3)[N:8]([S:26]([C:29]3[CH:30]=[CH:31][C:32]([CH3:33])=[CH:34][CH:35]=3)(=[O:27])=[O:28])[CH:9]=2)[C:12]([CH3:25])=[N:13]1 |f:2.3.4|. Procedure: Using similar reaction conditions as described in step-ii of example-1, 5-bromo-3-(1-(3-fluorobenzyl)-3,5-dimethyl-1H-pyrazol-4-yl)-1-tosyl-1H-pyrrolo[2,3-b]pyridine (300 mg, 0.542 mmol) was coupled with N-(2-methoxy-5-(4,4,5,5-tetramethyl-1,3,2-dioxaborolan-2-yl)phenyl)methane sulfonamide (intermediate-17) (212 mg, 0.650 mmol) in sodium carbonate (172 mg, 1.62 mmol), 1,2-methoxyethane (15 mL). This afforded 350 mg of the crude titled compound. Starting materials: C(C1=CC=CC=C1)OC(=O)N1CC(CCC1)COS(=O)(=O)C (1-benzyloxycarbonyl-3-methanesulfonyloxymethyl-piperidine), [N-]=[N+]=[N-].[Na+] (sodium azide). Run in CN(C)C=O (DMF). Reaction conditions: temperature 60 celsius, time 8 hour. Product: C(C1=CC=CC=C1)OC(=O)N1CC(CCC1)CN=[N+]=[N-] (1-Benzyloxycarbonyl-3-azidomethylpiperidine). Reaction SMILES: [CH2:1]([O:8][C:9]([N:11]1[CH2:16][CH2:15][CH2:14][CH:13]([CH2:17]OS(C)(=O)=O)[CH2:12]1)=[O:10])[C:2]1[CH:7]=[CH:6][CH:5]=[CH:4][CH:3]=1.[N-:23]=[N+:24]=[N-:25].[Na+]>CN(C=O)C>[CH2:1]([O:8][C:9]([N:11]1[CH2:16][CH2:15][CH2:14][CH:13]([CH2:17][N:23]=[N+:24]=[N-:25])[CH2:12]1)=[O:10])[C:2]1[CH:7]=[CH:6][CH:5]=[CH:4][CH:3]=1 |f:1.2|. Reported procedure: Dissolved 1-benzyloxycarbonyl-3-methanesulfonyloxymethyl-piperidine (5.24 mmol, 1 eq) in DMF (50 mL). Added sodium azide (1.7 g, 26.2 mmol, 5 eq). Warmed the mixture to 60° C. and let stir overnight. Removed the DMF under reduced pressure. Diluted the residue with ethyl acetate and washed with water and then brine. Dried the organic layer over anhydrous Na2SO4, filtered and concentrated giving 1.27 g. crude product. As a reaction SMILES: [CH2:19]1[O:20][CH2:21][CH2:22][CH2:23]1.[CH3:1][c:2]1[cH:3][c:4]([N+:16]([O-:17])=[O:18])[cH:5][cH:6][c:7]1[N:8]1[C:9](=[O:15])[O:10][CH2:11][CH2:12][CH2:13][CH2:14]1>>[CH3:1][c:2]1[cH:3][c:4]([NH2:16])[cH:5][cH:6][c:7]1[N:8]1[C:9](=[O:15])[O:10][CH2:11][CH2:12][CH2:13][CH2:14]1. Reactants: C1CCOC1, Cc1cc([N+](=O)[O-])ccc1N1CCCCOC1=O. The product is Cc1cc(N)ccc1N1CCCCOC1=O. The reactants are CO, [H][H], CCOC(=O)N1CCCC(=O)CC1, NCc1ccccc1, c1ccsc1. Product: CCOC(=O)N1CCCC(NCc2ccccc2)CC1. RXN SMILES: [CH3:29][OH:30].[H:27][H:28].[O:1]=[C:2]1[CH2:3][CH2:4][N:5]([C:9](=[O:10])[O:11][CH2:12][CH3:13])[CH2:6][CH2:7][CH2:8]1.[c:14]1([CH2:20][NH2:21])[cH:15][cH:16][cH:17][cH:18][cH:19]1.[cH:22]1[cH:23][s:24][cH:25][cH:26]1>>[CH:2]1([NH:21][CH2:20][c:14]2[cH:15][cH:16][cH:17][cH:18][cH:19]2)[CH2:3][CH2:4][N:5]([C:9](=[O:10])[O:11][CH2:12][CH3:13])[CH2:6][CH2:7][CH2:8]1.